Dataset: the Open Reaction Database (ORD), a public repository of structured organic reaction records. Task: describe an organic reaction: reactants, conditions, products, and yield The reactants are C1N(CC2C1CNC2)C2=NC1=CC=CC=C1N=C2 (2-(hexahydro-pyrrolo[3,4-c]pyrrol-2-yl)-quinoxaline), FC(C1=CC=C(C=C1)C=1C(=CC=CC1)C(=O)O)(F)F (4′-trifluoromethyl-biphenyl-2-carboxylic acid). Product: N1=C(C=NC2=CC=CC=C12)N1CC2C(C1)CN(C2)C(=O)C2=C(C=CC=C2)C2=CC=C(C=C2)C(F)(F)F ((5-Quinoxalin-2-yl-hexahydro-pyrrolo[3,4-c]pyrrol-2-yl)-(4′-trifluoromethyl-biphenyl-2-yl)-methanone). As a reaction SMILES: [CH2:1]1[CH:5]2[CH2:6][NH:7][CH2:8][CH:4]2[CH2:3][N:2]1[C:9]1[CH:18]=[N:17][C:16]2[C:11](=[CH:12][CH:13]=[CH:14][CH:15]=2)[N:10]=1.[F:19][C:20]([F:37])([F:36])[C:21]1[CH:26]=[CH:25][C:24]([C:27]2[C:28]([C:33](O)=[O:34])=[CH:29][CH:30]=[CH:31][CH:32]=2)=[CH:23][CH:22]=1>>[N:10]1[C:11]2[C:16](=[CH:15][CH:14]=[CH:13][CH:12]=2)[N:17]=[CH:18][C:9]=1[N:2]1[CH2:3][CH:4]2[CH2:8][N:7]([C:33]([C:28]3[CH:29]=[CH:30][CH:31]=[CH:32][C:27]=3[C:24]3[CH:25]=[CH:26][C:21]([C:20]([F:19])([F:36])[F:37])=[CH:22][CH:23]=3)=[O:34])[CH2:6][CH:5]2[CH2:1]1. Reported procedure: The title compound was prepared in a manner analogous to Example 15 utilizing Intermediate 35 and 4′-trifluoromethyl-biphenyl-2-carboxylic acid. MS (ESI): mass calculated for C28H23F3N4O, 488.50; m/z found 489.2 [M+H]+. Reactants: CCOC(C)=O, COC(=O)C(N)Cc1ccc(Br)cc1, Cl, Cl, Nc1ccc(Cl)c(C(=O)O)c1. The product is COC(=O)C(Cc1ccc(Br)cc1)NC(=O)c1cc(N)ccc1Cl. Reaction SMILES: [CH3:28][CH2:29][O:30][C:31]([CH3:32])=[O:33].[CH3:2][O:3][C:4]([CH:5]([CH2:6][c:7]1[cH:8][cH:9][c:10]([Br:13])[cH:11][cH:12]1)[NH2:14])=[O:15].[ClH:1].[ClH:27].[NH2:16][c:17]1[cH:18][cH:19][c:20]([Cl:26])[c:21]([C:22](=[O:23])[OH:24])[cH:25]1>>[CH3:2][O:3][C:4]([CH:5]([CH2:6][c:7]1[cH:8][cH:9][c:10]([Br:13])[cH:11][cH:12]1)[NH:14][C:22]([c:21]1[c:20]([Cl:26])[cH:19][cH:18][c:17]([NH2:16])[cH:25]1)=[O:23])=[O:15]. Reactants: N1CCC(CC1)C(=O)N (4-Piperidinecarboxamide), C(C1=CC=CC=C1)Br (benzyl bromide). Solvent: CCOC(=O)C (EtOAc), CS(=O)C (DMSO). Product: C(C1=CC=CC=C1)NC(=O)C1CCNCC1 (N-benzyl-4-piperidinecarboxamide). Isolated yield 34.7%. RXN SMILES: [NH:1]1[CH2:6][CH2:5][CH:4]([C:7]([NH2:9])=[O:8])[CH2:3][CH2:2]1.[CH2:10](Br)[C:11]1[CH:16]=[CH:15][CH:14]=[CH:13][CH:12]=1>CS(C)=O.CCOC(C)=O>[CH2:10]([NH:9][C:7]([CH:4]1[CH2:5][CH2:6][NH:1][CH2:2][CH2:3]1)=[O:8])[C:11]1[CH:16]=[CH:15][CH:14]=[CH:13][CH:12]=1. Reported procedure: 4-Piperidinecarboxamide (10.2 g, 78.0 mmol) in DMSO (10 mL) was treated with benzyl bromide (20.0 mL, 168 mmol). The mixture was diluted with EtOAc and washed with 1N aq. HCl, 5N aq. NaOH, dried over MgSO4, and concentrated to give 5.90 g (35%) of N-benzyl-4-piperidinecarboxamide. [1H]-NMR(CDCl3) consistent with structure. Starting materials: C1(=CC=CC=C1)S(=O)(=O)N1C=CC2=C1C(CN(CC2)C)C2=CC=CC=C2 (1-phenylsulphonyl-1,4,5,6,7,8-hexahydro-6-methyl-8-phenylpyrrolo[2,3-d]azepine), [OH-].[Na+] (sodium hydroxide). Solvent: C(C)O (ethanol). The product is CN1CC(C2=C(CC1)C=CN2)C2=CC=CC=C2 (1,4,5,6,7,8-Hexahydro-6-methyl-8-phenylpyrrolo[2,3-d]azepine). Reaction SMILES: C1(S([N:10]2[C:14]3[CH:15]([C:21]4[CH:26]=[CH:25][CH:24]=[CH:23][CH:22]=4)[CH2:16][N:17]([CH3:20])[CH2:18][CH2:19][C:13]=3[CH:12]=[CH:11]2)(=O)=O)C=CC=CC=1.[OH-].[Na+]>C(O)C>[CH3:20][N:17]1[CH2:18][CH2:19][C:13]2[CH:12]=[CH:11][NH:10][C:14]=2[CH:15]([C:21]2[CH:26]=[CH:25][CH:24]=[CH:23][CH:22]=2)[CH2:16]1 |f:1.2|. Procedure details: A mixture of 1-phenylsulphonyl-1,4,5,6,7,8-hexahydro-6-methyl-8-phenylpyrrolo[2,3-d]azepine (0.48 g), 50% sodium hydroxide (25 ml) and ethanol (50 ml) was refluxed for 75 minutes. The solution was evaporated to half its original volume, diluted with water and the product was extracted into dichloromethane. The extracts were washed with water, dried and evaporated to give an oily solid, which was chromatographed over silica, eluting with dichloromethane and increasing amounts of methanol (1-10%) ... Starting materials: COC(C)(C1=CC2=CC=C(C=C2C=C1)OC)C=1N=CN(C1)C(C1=CC=CC=C1)(C1=CC=CC=C1)C1=CC=CC=C1 (4-[1-Methoxy-1-(6-methoxynaphthalen-2-yl)ethyl]-1-trityl-1H-imidazole), Cl.N1=CC=CC=C1 (pyridine hydrochloride), Cl (hydrochloric acid). Run in CO (methanol). Conditions: temperature 60 celsius, time 2 hour. Yields the product COC(C)(C1=CC2=CC=C(C=C2C=C1)OC)C=1N=CNC1 (4-[1-Methoxy-1-(6-methoxynaphthalen-2-yl)ethyl]-1H-imidazole). The yield is 40.9%. As a reaction SMILES: [CH3:1][O:2][C:3]([C:17]1[N:18]=[CH:19][N:20](C(C2C=CC=CC=2)(C2C=CC=CC=2)C2C=CC=CC=2)[CH:21]=1)([C:5]1[CH:14]=[CH:13][C:12]2[C:7](=[CH:8][CH:9]=[C:10]([O:15][CH3:16])[CH:11]=2)[CH:6]=1)[CH3:4].Cl.N1C=CC=CC=1.Cl>CO>[CH3:1][O:2][C:3]([C:17]1[N:18]=[CH:19][NH:20][CH:21]=1)([C:5]1[CH:14]=[CH:13][C:12]2[C:7](=[CH:8][CH:9]=[C:10]([O:15][CH3:16])[CH:11]=2)[CH:6]=1)[CH3:4] |f:1.2|. Procedure: 4-[1-Methoxy-1-(6-methoxynaphthalen-2-yl)ethyl]-1-trityl-1H-imidazole (1.5 g) and pyridine hydrochloride (500 mg) were dissolved in methanol (8 ml). The solution was stirred at 60° C. for 2 h. After cooling, 1 N-hydrochloric acid was added to the solution, and precipitate was filtered off. The filtrate was washed with ether and neutralized with potassium carbonate. The filtrate was extracted with ethyl acetate, washed with saturated aqueous solution of sodium chloride, dried and concentrated. Th... Starting materials: [N+](=O)([O-])C1=CC=C(C=C1)OC(=O)N1CCC(CC1)C1=CC=C(C=C1)NC(=O)C=1N=C(OC1C(F)(F)F)C1=CC=CC=C1 (4-{4-[(2-phenyl-5-trifluoromethyl-oxazole-4-carbonyl)-amino]-phenyl}-piperidine-1-carboxylic acid 4-nitro-phenyl ester), C(C)OC(=O)C1CCNCC1 (piperidine-4-carboxylic acid ethyl ester). Yields the product C1(=CC=CC=C1)C=1OC(=C(N1)C(=O)NC1=CC=C(C=C1)C1CCN(CC1)C(=O)N1CCC(CC1)C(=O)O)C(F)(F)F (1-(4-{4-[(2-phenyl-5-trifluoromethyl-oxazole-4-carbonyl)-amino]-phenyl}-piperidine-1-carbonyl)-piperidine-4-carboxylic acid). RXN SMILES: [N+](C1C=CC(O[C:11]([N:13]2[CH2:18][CH2:17][CH:16]([C:19]3[CH:24]=[CH:23][C:22]([NH:25][C:26]([C:28]4[N:29]=[C:30]([C:37]5[CH:42]=[CH:41][CH:40]=[CH:39][CH:38]=5)[O:31][C:32]=4[C:33]([F:36])([F:35])[F:34])=[O:27])=[CH:21][CH:20]=3)[CH2:15][CH2:14]2)=[O:12])=CC=1)([O-])=O.C([O:45][C:46]([CH:48]1[CH2:53][CH2:52][NH:51][CH2:50][CH2:49]1)=[O:47])C>>[C:37]1([C:30]2[O:31][C:32]([C:33]([F:34])([F:36])[F:35])=[C:28]([C:26]([NH:25][C:22]3[CH:21]=[CH:20][C:19]([CH:16]4[CH2:15][CH2:14][N:13]([C:11]([N:51]5[CH2:52][CH2:53][CH:48]([C:46]([OH:47])=[O:45])[CH2:49][CH2:50]5)=[O:12])[CH2:18][CH2:17]4)=[CH:24][CH:23]=3)=[O:27])[N:29]=2)[CH:42]=[CH:41][CH:40]=[CH:39][CH:38]=1. Procedure details: With a procedure similar to above, 1-(4-{4-[(2-phenyl-5-trifluoromethyl-oxazole-4-carbonyl)-amino]-phenyl}-piperidine-1-carbonyl)-piperidine-4-carboxylic acid was prepared from 4-{4-[(2-phenyl-5-trifluoromethyl-oxazole-4-carbonyl)-amino]-phenyl}-piperidine-1-carboxylic acid 4-nitro-phenyl ester and piperidine-4-carboxylic acid ethyl ester. LCMS calcd for C29H29F3N4O5 (m/e) 570, obsd 571 (M+H). The NMR spectrum obtained on the sample is compatible with its structure.